This data is from the Open Reaction Database (ORD), a public repository of structured organic reaction records. The task is: describe an organic reaction: reactants, conditions, products, and yield Starting materials: ClS(=O)(=O)C=1C=C(C(=O)O)C=CC1 (3-(Chlorosulfonyl)benzoic acid), C([O-])(O)=O.[Na+] (sodium bicarbonate), ClC=1C=C(C=C(C1)Cl)N1C(N([C@]2(C1=O)CNC[C@H]2C2=CC=C(C#N)C=C2)C)=O (4-[(5S,9R)-3-(3,5-Dichlorophenyl)-1-methyl-2,4-dioxo-1,3,7-triazaspiro[4.4]non-9-yl]-benzonitrile). Run in CC(=O)C (acetone), O (water). Product: C(#N)C1=CC=C(C=C1)[C@@H]1CN(C[C@]12C(N(C(N2C)=O)C2=CC(=CC(=C2)Cl)Cl)=O)S(=O)(=O)C=2C=C(C(=O)O)C=CC2 (3-[(5S,9R)-9-(4-Cyanophenyl)-3-(3,5-dichlorophenyl)-1-methyl-2,4-dioxo-1,3,7-triazaspiro[4.4]nonane-7-sulfonyl]-benzoic acid). The yield is 77.0%. Reaction SMILES: [Cl:1][C:2]1[CH:3]=[C:4]([N:9]2[C:13](=[O:14])[C@@:12]3([C@H:18]([C:19]4[CH:26]=[CH:25][C:22]([C:23]#[N:24])=[CH:21][CH:20]=4)[CH2:17][NH:16][CH2:15]3)[N:11]([CH3:27])[C:10]2=[O:28])[CH:5]=[C:6]([Cl:8])[CH:7]=1.Cl[S:30]([C:33]1[CH:34]=[C:35]([CH:39]=[CH:40][CH:41]=1)[C:36]([OH:38])=[O:37])(=[O:32])=[O:31].C(=O)(O)[O-].[Na+]>CC(C)=O.O>[C:23]([C:22]1[CH:21]=[CH:20][C:19]([C@H:18]2[C@:12]3([N:11]([CH3:27])[C:10](=[O:28])[N:9]([C:4]4[CH:5]=[C:6]([Cl:8])[CH:7]=[C:2]([Cl:1])[CH:3]=4)[C:13]3=[O:14])[CH2:15][N:16]([S:30]([C:33]3[CH:34]=[C:35]([CH:39]=[CH:40][CH:41]=3)[C:36]([OH:38])=[O:37])(=[O:32])=[O:31])[CH2:17]2)=[CH:26][CH:25]=1)#[N:24] |f:2.3|. Procedure details: To a mixture of 4-[(5S,9R)-3-(3,5-Dichlorophenyl)-1-methyl-2,4-dioxo-1,3,7-triazaspiro[4.4]non-9-yl]-benzonitrile (Example 15a) (0.11 g, 0.26 mmol) and (3-(Chlorosulfonyl)benzoic acid (0.058 g, 0.26 mmol) in acetone and water (1:1 mL) was added sodium bicarbonate at room temperature. The reaction mixture was stirred at room temperature for forty minutes, quenched by the slow addition of 1N hydrochloric acid (1 mL) and partitioned between DCM (2×20 mL) and brine (25 mL). The DCM layer was dried o... Starting materials: C(=O)([O-])[O-].[Na+].[Na+] (Na2CO3), BrC=1C=C(N2N=CN=C(C21)N)C2=CC(=CC=C2)C(O[SiH2]C(C)(C)C)(C)C (5-Bromo-7-[3-(tert-butyl-dimethyl-silanyloxymethyl)-phenyl]-pyrrolo[2,1-f][1,2,4]triazin-4-ylamine), C(C1=CC=CC=C1)N1N=C2C=C(C=CC2=C1)B1OC(C(O1)(C)C)(C)C (2-benzyl-6-(4,4,5,5-tetramethyl-{1,3,2]dioxaborolan-2-yl)-2H-indazole), C1=CC=C(C=C1)P(C2=CC=CC=C2)C3=CC=CC=C3 (PPh3). Reagents/catalysts: CC(=O)[O-].CC(=O)[O-].[Pd+2] (Pd(OAc)2). The solvent is C1(=CC=CC=C1)C (toluene), O1CCOCC1 (dioxane). Reaction conditions: temperature 90 celsius, time 10 minute. Yields the product C(C1=CC=CC=C1)N1N=C2C=C(C=CC2=C1)C=1C=C(N2N=CN=C(C21)N)C2=CC(=CC=C2)C(O[SiH2]C(C)(C)C)(C)C (5-(2-Benzyl-2H-indazol-6-yl)-7-[3-(tert-butyl-dimethyl-silanyloxymethyl)-phenyl]-pyrrolo[2,1-f][1,2,4]triazin-4-ylamine). Isolated yield 65.6%. Reaction SMILES: C1C=CC(P(C2C=CC=CC=2)C2C=CC=CC=2)=CC=1.Br[C:21]1[CH:22]=[C:23]([C:31]2[CH:36]=[CH:35][CH:34]=[C:33]([C:37]([CH3:45])([CH3:44])[O:38][SiH2:39][C:40]([CH3:43])([CH3:42])[CH3:41])[CH:32]=2)[N:24]2[C:29]=1[C:28]([NH2:30])=[N:27][CH:26]=[N:25]2.[CH2:46]([N:53]1[CH:61]=[C:60]2[C:55]([CH:56]=[C:57](B3OC(C)(C)C(C)(C)O3)[CH:58]=[CH:59]2)=[N:54]1)[C:47]1[CH:52]=[CH:51][CH:50]=[CH:49][CH:48]=1.C([O-])([O-])=O.[Na+].[Na+]>CC([O-])=O.CC([O-])=O.[Pd+2].O1CCOCC1.C1(C)C=CC=CC=1>[CH2:46]([N:53]1[CH:61]=[C:60]2[C:55]([CH:56]=[C:57]([C:21]3[CH:22]=[C:23]([C:31]4[CH:36]=[CH:35][CH:34]=[C:33]([C:37]([CH3:45])([CH3:44])[O:38][SiH2:39][C:40]([CH3:43])([CH3:41])[CH3:42])[CH:32]=4)[N:24]4[C:29]=3[C:28]([NH2:30])=[N:27][CH:26]=[N:25]4)[CH:58]=[CH:59]2)=[N:54]1)[C:47]1[CH:52]=[CH:51][CH:50]=[CH:49][CH:48]=1 |f:3.4.5,6.7.8|. Procedure details: Pd(OAc)2 (11 mg, 0.05 mmol) was suspended in a degassed mixture of 3:2 toluene:dioxane and PPh3 (52 mg, 0.20 mmol) was added. The mixture was stirred for 10 minutes and then the product from step 3 (433 mg, 1.00 mmol) and Intermediate C (434 mg, 1.30 mmol) were added followed by 2.5 mL of 2M aqueous Na2CO3 solution. The mixture was heated to 90° C. overnight. The reaction was allowed to cool to rt and partitioned between water and EtOAc. The layers were separated and the aqueous layer was extrac... Reactants: N([C@@H](C(C)C)C(=O)N[C@@H](CC1=CC=C(C=C1)OC(C)(C)C)C(=O)OC(C)(C)C)C(=O)OCC1=CC=CC=C1 (Z-Val-Tyr(But)-OBut), Cl (hydrochloric acid), Cl (hydrochloric acid). The reagents and catalysts are Pd on-charcoal. The solvent is CO (methanol), [H][H] (hydrogen). Product: N[C@@H](C(C)C)C(=O)N[C@@H](CC1=CC=C(C=C1)OC(C)(C)C)C(=O)OC(C)(C)C.Cl (H-Val-Tyr(But)-OBut.HCl). As a reaction SMILES: [NH:1](C(OCC1C=CC=CC=1)=O)[C@H:2]([C:6]([NH:8][C@H:9]([C:22]([O:24][C:25]([CH3:28])([CH3:27])[CH3:26])=[O:23])[CH2:10][C:11]1[CH:16]=[CH:15][C:14]([O:17][C:18]([CH3:21])([CH3:20])[CH3:19])=[CH:13][CH:12]=1)=[O:7])[CH:3]([CH3:5])[CH3:4].[ClH:39]>CO.[H][H]>[NH2:1][C@H:2]([C:6]([NH:8][C@H:9]([C:22]([O:24][C:25]([CH3:26])([CH3:27])[CH3:28])=[O:23])[CH2:10][C:11]1[CH:12]=[CH:13][C:14]([O:17][C:18]([CH3:19])([CH3:20])[CH3:21])=[CH:15][CH:16]=1)=[O:7])[CH:3]([CH3:5])[CH3:4].[ClH:39] |f:4.5|. Reported procedure: Pd-on-charcoal catalyst is added to a solution of 31 g (58.8 mmoles) of Z-Val-Tyr(But)-OBut in 300 ml of methanol and hydrogen is passed through the solution at pH 4.5 (autotitrator) while stirring and adding approx. 2 N methanolic hydrochloric acid, until no further methanolic hydrochloric acid is taken up. The catalyst is then filtered off and the filtrate is concentrated. The residue is triturated with ether, filtered off and dried. Yield 23.6 g (94%), melting point 159°-161°, [α]D20 =+19.4° ... Starting materials: NC(=O)CBr, CCc1cc2c(C(F)(F)F)c(C#N)ccc2[nH]1, CC#N. Product: CCc1cc2c(C(F)(F)F)c(C#N)ccc2n1CC(N)=O. RXN SMILES: [Br:18][CH2:19][C:20](=[O:21])[NH2:22].[CH2:1]([CH3:2])[c:3]1[nH:4][c:5]2[cH:6][cH:7][c:8]([C:16]#[N:17])[c:9]([C:12]([F:13])([F:14])[F:15])[c:10]2[cH:11]1.[CH3:23][C:24]#[N:25]>>[CH2:1]([CH3:2])[c:3]1[n:4]([CH2:19][C:20](=[O:21])[NH2:22])[c:5]2[cH:6][cH:7][c:8]([C:16]#[N:17])[c:9]([C:12]([F:13])([F:14])[F:15])[c:10]2[cH:11]1. Run in C(C)O (ethanol), O (water), O (water), O (water), C1CCOC1 (THF). RXN SMILES: [CH3:1][O:2][C:3]1[CH:4]=[C:5]2[C:10](=[CH:11][CH:12]=1)[C:9](=O)[CH2:8][CH2:7][CH2:6]2.Cl.[NH2:15]O.O.O.O.C([O-])(=O)C.[Na+].[H-].[Al+3].[Li+].[H-].[H-].[H-].[OH-].[Na+]>C(O)C.O.C1COCC1>[CH3:1][O:2][C:3]1[CH:12]=[CH:11][C:10]2[NH:15][CH2:9][CH2:8][CH2:7][CH2:6][C:5]=2[CH:4]=1 |f:1.2,3.4.5.6.7,8.9.10.11.12.13,14.15|. The yield is 42.8%. Reported procedure: 6-Methoxytetralone (6.86 g, 39 mmol), hydroxylamine hydrochloride (8.15 g, 117 mmol) and sodium acetate trihydrate (25 g, 184 mmol) were stirred at reflux in a mixture of ethanol (200 ml) and water (50 ml) for 45 min, concentrated in vacuo, and diluted with water (200 ml). The white solid (6-methoxytetralone oxide, 7.44 g) was collected and dried. A portion of this (6.31 g, 33 mmol) was stirred in dry THF (150 ml) under argon as lithium aluminium hydride (1.80 g, 47 mmol) was added portionwise. ... Product: COC=1C=CC2=C(CCCCN2)C1 (7-Methoxy-2,3,4,5-tetrahydro-1H-benzazepine). The reactants are COC=1C=C2CCCC(C2=CC1)=O (6-Methoxytetralone), Cl.NO (hydroxylamine hydrochloride), O.O.O.C(C)(=O)[O-].[Na+] (sodium acetate trihydrate), [OH-].[Na+] (NaOH), [H-].[Al+3].[Li+].[H-].[H-].[H-] (lithium aluminium hydride). Starting materials: SC1=NC=C(C=C1)[N+](=O)[O-] (2-mercapto-5-nitropyridine), BrCCOC(C1=CC(=CC=C1)Cl)=O (2-Bromoethyl-3-chlorobenzoate), C(=O)([O-])[O-].[K+].[K+] (K2CO3). Run in CC(=O)C (acetone). Conditions: temperature 55 celsius, time 5 hour. Product: [N+](=O)([O-])C=1C=CC(=NC1)SCCOC(C1=CC(=CC=C1)Cl)=O (2-[(5-Nitro-2-pyridinyl)thio]ethyl-3-chlorobenzoate). As a reaction SMILES: [SH:1][C:2]1[CH:7]=[CH:6][C:5]([N+:8]([O-:10])=[O:9])=[CH:4][N:3]=1.Br[CH2:12][CH2:13][O:14][C:15](=[O:23])[C:16]1[CH:21]=[CH:20][CH:19]=[C:18]([Cl:22])[CH:17]=1.C([O-])([O-])=O.[K+].[K+]>CC(C)=O>[N+:8]([C:5]1[CH:6]=[CH:7][C:2]([S:1][CH2:12][CH2:13][O:14][C:15](=[O:23])[C:16]2[CH:21]=[CH:20][CH:19]=[C:18]([Cl:22])[CH:17]=2)=[N:3][CH:4]=1)([O-:10])=[O:9] |f:2.3.4|. Reported procedure: A heterogeneous mixture of 2-mercapto-5-nitropyridine (4) (46 mg, 0.29 mmol), 2-bromoethyl-3-chlorobenzoate (3) (77 mg, 0.29 mmol), and K2CO3 (0.160 g, 1.1 mmol) in acetone (1 mL) was stirred at 55° C. for 5 h. The cooled reaction mixture was filtered through Celite®, concentrated, and then purified by silica gel chromatography to give 2-[(5-nitro-2-pyridinyl)thio]ethyl-3-chlorobenzoate (5) as a white solid. 1H NMR (CDCl3): δ 9.22 (d, J=1.8 Hz, 1H), 8.24 (dd, J=2.4 and 9.0 Hz, 1H), 7.95-7.91 (m,... Yields the product C(C)C1=C(OCCCOC2=C(C=CC=C2)/C=C/C(=O)O)C=C(C(=C1)C1=CC=C(C=C1)F)O (3-(2-(3-(2-Ethyl-4-(4-fluorophenyl)-5-hydroxyphenoxy)propoxy)phenyl)-E-propenoic acid). Procedure details: 60% Sodium hydride in oil was washed with hexane and suspended in dry DMSO (50 mL) with stirring under nitrogen. 2-(2-Hydroxyphenyl)-1,3-dioxolane (166 mg, 1 mmol) was dissolved in dry THF (10 mL) and added to the DMSO solution to give a pale yellow solution. After 20 minutes at room temperature 3-(2-ethyl-4-(4-fluorophenyl)-5-acetoxyphenoxy)propyl iodide (442 mg, 1 mmol) was added as a solution in dry THF (10 mL). After a further 2 hours at room temperature the reaction mixture was poured into ... RXN SMILES: O[C:2]1[CH:7]=[CH:6]C=C[C:3]=1[CH:8]1[O:12]CC[O:9]1.CS(C)=O.[CH2:17]([C:19]1[CH:29]=[C:28]([C:30]2[CH:35]=[CH:34][C:33]([F:36])=[CH:32][CH:31]=2)[C:27]([O:37]C(=O)C)=[CH:26][C:20]=1[O:21][CH2:22][CH2:23][CH2:24]I)[CH3:18].P([O-])([O-])([O-])=O.[CH2:46]1[CH2:50][O:49][CH2:48][CH2:47]1>>[CH2:17]([C:19]1[CH:29]=[C:28]([C:30]2[CH:31]=[CH:32][C:33]([F:36])=[CH:34][CH:35]=2)[C:27]([OH:37])=[CH:26][C:20]=1[O:21][CH2:22][CH2:23][CH2:24][O:49][C:48]1[CH:47]=[CH:46][CH:50]=[CH:6][C:7]=1/[CH:2]=[CH:3]/[C:8]([OH:12])=[O:9])[CH3:18]. The reactants are C(C)C1=C(OCCCI)C=C(C(=C1)C1=CC=C(C=C1)F)OC(C)=O (3-(2-ethyl-4-(4-fluorophenyl)-5-acetoxyphenoxy)propyl iodide), C1CCOC1 (THF), P(=O)([O-])([O-])[O-] (phosphate), OC1=C(C=CC=C1)C1OCCO1 (2-(2-Hydroxyphenyl)-1,3-dioxolane), C1CCOC1 (THF), CS(=O)C (DMSO). Starting materials: CN(C)CC#C (N,N-dimethyl-2-propynylamine), C(CCC)[Li] (n-butyllithium), solution, CN1C(N(C(C=2N(C=NC12)CCC)=O)CCC(C)=O)=O (3-methyl-1-(3-oxobutyl)-7-propylxanthine), C(Cl)(Cl)Cl (chloroform). Solvent: CCCCCC (n-hexane), O1CCCC1 (tetrahydrofuran). Product: CN(CC#CC(CCN1C(=O)N(C=2N=CN(C2C1=O)CCC)C)(C)O)C (1-(6-Dimethylamino-3-hydroxy-3-methyl-4-hexynyl)-3-methyl-7-propylxanthine). Reaction SMILES: [CH3:1][N:2]([CH2:4][C:5]#[CH:6])[CH3:3].C([Li])CCC.[CH3:12][N:13]1[C:21]2[N:20]=[CH:19][N:18]([CH2:22][CH2:23][CH3:24])[C:17]=2[C:16](=[O:25])[N:15]([CH2:26][CH2:27][C:28](=[O:30])[CH3:29])[C:14]1=[O:31].C(Cl)(Cl)Cl>CCCCCC.O1CCCC1>[CH3:1][N:2]([CH3:3])[CH2:4][C:5]#[C:6][C:28]([OH:30])([CH3:29])[CH2:27][CH2:26][N:15]1[C:16](=[O:25])[C:17]2[N:18]([CH2:22][CH2:23][CH3:24])[CH:19]=[N:20][C:21]=2[N:13]([CH3:12])[C:14]1=[O:31]. Procedure details: 4.32 g (52 mmol) of N,N-dimethyl-2-propynylamine, 32.4 ml (52 mmol) of n-butyllithium as 1.6 M solution in n-hexane and 11.1 g (40 mmol) of 3-methyl-1-(3-oxobutyl)-7-propylxanthine were reacted in tetrahydrofuran and worked up in analogy to Example 1C2), but using chloroform in place of dichloromethane as extractant. The reactants are O=C1NC2=C(C=C(C=C2C1)Cl)OC1=C(C=CC=C1)Cl (2-oxo-5-chloro-7-(2-chlorophenoxy)indoline), [OH-].[Na+] (sodium hydroxide), O1CCOCC1 (dioxane). Solvent: O (water). The product is NC1=C(C=C(C=C1OC1=C(C=CC=C1)Cl)Cl)CC(=O)O (2-[2-amino-3-(2-chlorophenoxy)-5-chlorophenyl]acetic acid). As a reaction SMILES: [O:1]=[C:2]1[CH2:10][C:9]2[C:4](=[C:5]([O:12][C:13]3[CH:18]=[CH:17][CH:16]=[CH:15][C:14]=3[Cl:19])[CH:6]=[C:7]([Cl:11])[CH:8]=2)[NH:3]1.[OH-].[Na+].[O:22]1CCOCC1>O>[NH2:3][C:4]1[C:5]([O:12][C:13]2[CH:18]=[CH:17][CH:16]=[CH:15][C:14]=2[Cl:19])=[CH:6][C:7]([Cl:11])=[CH:8][C:9]=1[CH2:10][C:2]([OH:22])=[O:1] |f:1.2|. Reported procedure: A mixture of 2-oxo-5-chloro-7-(2-chlorophenoxy)indoline (2.0 g.), sodium hydroxide (0.50 g.), dioxane (20 ml.) and water (30 ml.) was refluxed under heating for 23 hours. The reaction mixture was evaporated under reduced pressure and the residue was dissolved in water and filtered. The filtrate was washed with diethyl ether, and diethyl ether was added to the aqueous layer and adjusted to pH 5 with 1N-sulfuric acid. The diethyl ether layer was separated, washed with water, dried over magnesium s...